This data is from the Open Reaction Database (ORD), a public repository of structured organic reaction records. The task is: describe an organic reaction: reactants, conditions, products, and yield Reactants: FC(C1CCN(CC1)S(=O)(=O)N1C2=C(OCC1)N=CC(=C2)C(=O)OC)(F)F (methyl 1-(4-(trifluoromethyl)piperidin-1-ylsulfonyl)-2,3-dihydro-1H-pyrido[2,3-b][1,4]oxazine-7-carboxylate), O.[OH-].[Li+] (lithium hydroxide monohydrate), O (water). Run in CO (MeOH). Reaction conditions: time 2.5 hour. Yields the product FC(C1CCN(CC1)S(=O)(=O)N1C2=C(OCC1)N=CC(=C2)C(=O)O)(F)F (1-(4-(trifluoromethyl)piperidin-1-ylsulfonyl)-2,3-dihydro-1H-pyrido[2,3-b][1,4]oxazine-7-carboxylic acid). RXN SMILES: [F:1][C:2]([F:27])([F:26])[CH:3]1[CH2:8][CH2:7][N:6]([S:9]([N:12]2[CH2:17][CH2:16][O:15][C:14]3[N:18]=[CH:19][C:20]([C:22]([O:24]C)=[O:23])=[CH:21][C:13]2=3)(=[O:11])=[O:10])[CH2:5][CH2:4]1.O.[OH-].[Li+].O>CO>[F:27][C:2]([F:1])([F:26])[CH:3]1[CH2:8][CH2:7][N:6]([S:9]([N:12]2[CH2:17][CH2:16][O:15][C:14]3[N:18]=[CH:19][C:20]([C:22]([OH:24])=[O:23])=[CH:21][C:13]2=3)(=[O:10])=[O:11])[CH2:5][CH2:4]1 |f:1.2.3|. Procedure: To a solution of methyl 1-(4-(trifluoromethyl)piperidin-1-ylsulfonyl)-2,3-dihydro-1H-pyrido[2,3-b][1,4]oxazine-7-carboxylate (0.280 g, 0.684 mmol) in MeOH (20 mL) was added lithium hydroxide monohydrate (0.144 g, 3.42 mmol) and water (4.00 mL) which provided a white suspension. The reaction was stirred at room temp for 2.5 h. The MeOH was removed under reduced pressure and the resulting aqueous solution was neutralized with concentrated HCl (400 mL) to provide a white solid. The suspension was e... The reactants are C(C)(=O)N1C(CC(C2=CC(=CC=C12)N)(C)C1=CC=CC=C1)(C)C (1-acetyl-6-amino-4-phenyl-1,2,3,4-tetrahydro-2,2,4-trimethylquinoline), C1(=CC=CC=C1)CS(=O)(=O)Cl (α-toluenesulfonyl chloride), C(C)(C)N(C(C)C)CC (N,N-diisopropylethylamine). The solvent is O1CCCC1 (tetrahydrofuran). The product is C(C)(=O)N1C(CC(C2=CC(=CC=C12)NS(=O)(=O)CC1=CC=CC=C1)(C)C1=CC=CC=C1)(C)C (1-Acetyl-4-phenyl-1,2,3,4-tetrahydro-6-(α-toluenesulfonyl)amino-2,2,4-trimethylquinoline). As a reaction SMILES: [C:1]([N:4]1[C:13]2[C:8](=[CH:9][C:10]([NH2:14])=[CH:11][CH:12]=2)[C:7]([C:16]2[CH:21]=[CH:20][CH:19]=[CH:18][CH:17]=2)([CH3:15])[CH2:6][C:5]1([CH3:23])[CH3:22])(=[O:3])[CH3:2].[C:24]1([CH2:30][S:31](Cl)(=[O:33])=[O:32])[CH:29]=[CH:28][CH:27]=[CH:26][CH:25]=1.C(N(CC)C(C)C)(C)C>O1CCCC1>[C:1]([N:4]1[C:13]2[C:8](=[CH:9][C:10]([NH:14][S:31]([CH2:30][C:24]3[CH:29]=[CH:28][CH:27]=[CH:26][CH:25]=3)(=[O:33])=[O:32])=[CH:11][CH:12]=2)[C:7]([C:16]2[CH:21]=[CH:20][CH:19]=[CH:18][CH:17]=2)([CH3:15])[CH2:6][C:5]1([CH3:23])[CH3:22])(=[O:3])[CH3:2]. Procedure details: Sulfonylation of 1-acetyl-6-amino-4-phenyl-1,2,3,4-tetrahydro-2,2,4-trimethylquinoline (10 mg) with α-toluenesulfonyl chloride (12 mg) and N,N-diisopropylethylamine (22 μl) in tetrahydrofuran (25 ml) was performed according to the acylation method described in example 6. Reactants: FC=1C=C(C=CC1F)C(CC(=O)C1=C(C=CC=C1)O)CC(=O)C1=CC=C(C=C1)Cl (3-(3,4-difluorophenyl)-1-(2-hydroxyphenyl)-5-(4-chlorophenyl)-1,5-pentanedione), resin, NH4OAc, CC(=O)O (AcOH), CN(C=O)C (dimethylformamide). Conditions: temperature 100 celsius. The product is ClC1=CC=C(C=C1)C1=CC(=CC(=N1)C1=C(C=CC=C1)O)C1=CC(=C(C=C1)F)F (2-[6-(4-chloro-phenyl)-4-(3,4-difluoro-phenyl)-pyridin-2-yl]-phenol). As a reaction SMILES: [F:1][C:2]1[CH:3]=[C:4]([CH:9]([CH2:20][C:21]([C:23]2[CH:28]=[CH:27][C:26]([Cl:29])=[CH:25][CH:24]=2)=O)[CH2:10][C:11]([C:13]2[CH:18]=[CH:17][CH:16]=[CH:15][C:14]=2[OH:19])=O)[CH:5]=[CH:6][C:7]=1[F:8].CC(O)=O.C[N:35](C)C=O>>[Cl:29][C:26]1[CH:27]=[CH:28][C:23]([C:21]2[N:35]=[C:11]([C:13]3[CH:18]=[CH:17][CH:16]=[CH:15][C:14]=3[OH:19])[CH:10]=[C:9]([C:4]3[CH:5]=[CH:6][C:7]([F:8])=[C:2]([F:1])[CH:3]=3)[CH:20]=2)=[CH:24][CH:25]=1. Procedure details: A mixture of 3-(3,4-difluorophenyl)-1-(2-hydroxyphenyl)-5-(4-chlorophenyl)-1,5-pentanedione on Wang resin (2.0 g, 1.76 mmol), NH4OAc (0.80 g), and AcOH (1.0 mL) in dimethylformamide (20 mL) was heated at 100° C. for 18 h. The resin was filtered, and washed with dimethylformamide (×2) and alternating MeOH and CH2Cl2 (×5), and dried under high vacuum overnight. The dried resin was treated with 50% TFA/CH2Cl2 (15 mL) for 1 h. After filtration of the reaction mixture, the filtrate was concentrated t... Reactants: CO, CC(C)(C)OC(=O)N1CCC(Nc2cc(C3CC3)cc(F)c2[N+](=O)[O-])CC1, [Pd]. The product is CC(C)(C)OC(=O)N1CCC(Nc2cc(C3CC3)cc(F)c2N)CC1. RXN SMILES: [CH3:28][OH:29].[CH:1]1([c:4]2[cH:5][c:6]([F:27])[c:7]([N+:24]([O-:25])=[O:26])[c:8]([NH:10][CH:11]3[CH2:12][CH2:13][N:14]([C:17](=[O:18])[O:19][C:20]([CH3:21])([CH3:22])[CH3:23])[CH2:15][CH2:16]3)[cH:9]2)[CH2:2][CH2:3]1.[Pd:30]>>[CH:1]1([c:4]2[cH:5][c:6]([F:27])[c:7]([NH2:24])[c:8]([NH:10][CH:11]3[CH2:12][CH2:13][N:14]([C:17](=[O:18])[O:19][C:20]([CH3:21])([CH3:22])[CH3:23])[CH2:15][CH2:16]3)[cH:9]2)[CH2:2][CH2:3]1. Starting materials: ClC1=C(N=NC2=CC=C(C=C12)Cl)C(=O)OCC (ethyl 4,6-dichloro-3-cinnolin carboxylate). Solvent: C1(=CC=CC=C1)OC (anisole). Product: ClC1=CC=2C=3C(=NNC2C=C1)C(N(N3)C3=CC=CC=C3)=O (8-chloro-2,5-dihydro-2-phenyl-3H-pyrazolo[4,3-c]cinnolin-3-one). Yield: 67.6%. As a reaction SMILES: Cl[C:2]1[C:11]2[C:6](=[CH:7][CH:8]=[C:9]([Cl:12])[CH:10]=2)[N:5]=[N:4][C:3]=1[C:13]([O:15]CC)=O>C1(OC)C=CC=CC=1>[Cl:12][C:9]1[CH:8]=[CH:7][C:6]2[NH:5][N:4]=[C:3]3[C:13](=[O:15])[N:5]([C:6]4[CH:11]=[CH:10][CH:9]=[CH:8][CH:7]=4)[N:4]=[C:2]3[C:11]=2[CH:10]=1. Reported procedure: In an inert atmosphere, 6 g of the product of Step A were mixed with 60 ml of anisole and the insoluble matter was removed by filtering. 2.4 ml of phenyl hydrazine were added to the filtrate and the mixture was placed in a water bath at 150° C. for 21/2 hours. The mixture was cooled, dried, washed with ethyl acetate and evaporated to dryness. The residue was washed with an aqueous solution of N hydrochloric acid and was dissolved in a solution of 25 ml of concentrated ammonia and 75 ml water. Th... The reactants are O(C1=CC=CC=C1)C(=O)NC1=CC=C(CN2C3=C(N[C@H]4[C@@H](C2=O)CCC4)C=CC=C3)C=C1 ((3aR*,10aS*)-9-[4-(phenoxycarbonylamino)benzyl]-2,3,3a,4,9,10a-hexahydrobenzo[b]cyclopenta[e][1,4]diazepin-10(1H)-one), ClCC(=O)Cl (chloroacetyl chloride). The solvent is C(=O)(O)[O-].[Na+] (NaHCO3), CN(C)C=O (DMF). Run at time 2 hour. Yields the product ClCC(=O)N1C2=C(N(C([C@@H]3[C@H]1CCC3)=O)CC3=CC=C(C=C3)NC(=O)OC3=CC=CC=C3)C=CC=C2 ((3aR*,10aS*)-4-(Chloroacetyl)-9-[4-(phenoxycarbonylamino)benzyl]-2,3,3a,4,9,10a-hexahydrobenzo[b]cyclopenta[e][1,4]diazepin-10(1H)-one). Yield: 47.0%. Reaction SMILES: [O:1]([C:8]([NH:10][C:11]1[CH:32]=[CH:31][C:14]([CH2:15][N:16]2[C:22](=[O:23])[C@H:21]3[CH2:24][CH2:25][CH2:26][C@H:20]3[NH:19][C:18]3[CH:27]=[CH:28][CH:29]=[CH:30][C:17]2=3)=[CH:13][CH:12]=1)=[O:9])[C:2]1[CH:7]=[CH:6][CH:5]=[CH:4][CH:3]=1.[Cl:33][CH2:34][C:35](Cl)=[O:36]>CN(C=O)C.C([O-])(O)=O.[Na+]>[Cl:33][CH2:34][C:35]([N:19]1[C@@H:20]2[CH2:26][CH2:25][CH2:24][C@@H:21]2[C:22](=[O:23])[N:16]([CH2:15][C:14]2[CH:31]=[CH:32][C:11]([NH:10][C:8]([O:1][C:2]3[CH:3]=[CH:4][CH:5]=[CH:6][CH:7]=3)=[O:9])=[CH:12][CH:13]=2)[C:17]2[CH:30]=[CH:29][CH:28]=[CH:27][C:18]1=2)=[O:36] |f:3.4|. Reported procedure: To a solution of (3aR*,10aS*)-9-[4-(phenoxycarbonylamino)benzyl]-2,3,3a,4,9,10a-hexahydrobenzo[b]cyclopenta[e][1,4]diazepin-10(1H)-one (1.61 g, 3.8 mmol) in DMF (20 mL) was added chloroacetyl chloride (0.36 mL, 4.5 mmol) and the mixture was stirred at room temperature for 2 hours. This reaction mixture was diluted with saturated aqueous NaHCO3 solution and extracted with 3 portions of chloroform. The pooled organic layer was washed with 2 portions of water and, then, with saturated aqueous NaCl ...